From a dataset of the Open Reaction Database (ORD), a public repository of structured organic reaction records. describe an organic reaction: reactants, conditions, products, and yield Reactants: O=O (oxygen), O=O (oxygen), halide, ceric oxide, O.O.C(C)(=O)[O-].[Li+] (lithium acetate dihydrate), C(C)(=O)OC(C)=O (acetic anhydride), C=CC=C (butadiene). Solvent: C(C)(=O)O (acetic acid). Conditions: temperature 140 celsius, time 1 hour. Yields the product C(C)(=O)OCC(C=C)OC(C)=O (1,2-diacetoxy-3-butene), C(C)(=O)OCC=CCOC(C)=O (1,4-diacetoxy-2 -butene), diacetoxy butenes. RXN SMILES: O.O.[C:3]([O-:6])(=[O:5])[CH3:4].[Li+].[C:8]([O:11][C:12](=[O:14])[CH3:13])(=[O:10])[CH3:9].[CH2:15]=[CH:16][CH:17]=[CH2:18].O=O>C(O)(=O)C>[C:3]([O:6][CH2:15][CH:16]([O:11][C:8](=[O:10])[CH3:9])[CH:17]=[CH2:18])(=[O:5])[CH3:4].[C:3]([O:6][CH2:15][CH:16]=[CH:17][CH2:18][O:11][C:12](=[O:14])[CH3:13])(=[O:5])[CH3:4] |f:0.1.2.3|. Procedure details: Another run was conducted employing the same apparatus as that used in Example I but in this run there was no source of halide in the catalyst system. The reactor was charged with 3.4 grams (20 millimoles) of ceric oxide, 7.6 grams (75 millimoles) of lithium acetate dihydrate, 50 ml of acetic acid, 25 ml of acetic anhydride, and 10.0 grams (185.2 millimoles) of butadiene charged from the vapor phase. The reactor was placed in an oil bath, pressured to 30 psig with oxygen and heated to 140° C. Ab... Starting materials: C(=O)(C(F)(F)F)O (TFA), Cl (HCl), O=C1C(C[C@@H]2N(COC2)C(CN(C(=O)OC(C)(C)C)C)=O)C=CC=C1 (N-{2-[(4S)-2-oxo4-benzyl(1,3-oxazolidin-3-yl)]-2-oxoethyl}(tert-butoxy)-N-methylcarboxamide), Cl (HCl). Solvent: CCOCC (Et2O). Conditions: time 2 hour. Yields the product CNCC(=O)N1C(OC[C@@H]1CC1=CC=CC=C1)=O ((4S)-3-[2-(methylamino)acetyl]-4-benzyl-1,3-oxazolidin-2-one). The yield is 96.0%. RXN SMILES: Cl.O=[C:3]1[CH:26]=[CH:25][CH:24]=[CH:23][CH:4]1[CH2:5][C@H:6]1[CH2:10][O:9][CH2:8][N:7]1[C:11](=[O:22])[CH2:12][N:13](C)[C:14](OC(C)(C)C)=O.C(O)(C(F)(F)F)=[O:28]>CCOCC>[CH3:14][NH:13][CH2:12][C:11]([N:7]1[C@@H:6]([CH2:5][C:4]2[CH:23]=[CH:24][CH:25]=[CH:26][CH:3]=2)[CH2:10][O:9][C:8]1=[O:28])=[O:22]. Procedure: HCl gas was bubbled into a solution of N-{2-[(4S)-2-oxo4-benzyl(1,3-oxazolidin-3-yl)]-2-oxoethyl}(tert-butoxy)-N-methylcarboxamide (7.2 g, 21 mmol) in Et2O (150 mL) over 30 min. The resulting white slurry was stirred for 2 h, allowed to warm to room temperature, and stirred for 2 h. A solution of HCl (1M in Et2O, 20 mL, 20 mmol, 3.6 equiv) was added and the reaction mixture was stirred overnight, then treated with TFA (10 mL), and stirred for 2 h. HCl gas was again bubbled into the mixture over ... Starting materials: O=S(=O)(Cl)c1ccc(Br)cc1, O=S(=O)(c1ccc(Br)cc1)N1CCC1, ClCCl, Cc1ccc(N)c(F)c1, [K+], [K+], O=C([O-])[O-]. Yields the product Cc1ccc(NS(=O)(=O)c2ccc(Br)cc2)c(F)c1. As a reaction SMILES: [Br:15][c:16]1[cH:17][cH:18][c:19]([S:22](=[O:23])(=[O:24])[Cl:25])[cH:20][cH:21]1.[Br:1][c:2]1[cH:3][cH:4][c:5]([S:6]([N:7]2[CH2:8][CH2:9][CH2:10]2)(=[O:11])=[O:12])[cH:13][cH:14]1.[Cl:35][CH2:36][Cl:37].[F:26][c:27]1[c:28]([NH2:29])[cH:30][cH:31][c:32]([CH3:34])[cH:33]1.[K+:38].[K+:39].[O-:40][C:41]([O-:42])=[O:43]>>[Br:15][c:16]1[cH:17][cH:18][c:19]([S:22](=[O:23])(=[O:24])[NH:29][c:28]2[c:27]([F:26])[cH:33][c:32]([CH3:34])[cH:31][cH:30]2)[cH:20][cH:21]1. The product is C(=O)C1=CC=C(C=C1)C1=C(C#N)C=CC=C1 (2-(4-Formylphenyl)benzonitrile). Conditions: temperature 120 celsius. Isolated yield 63.1%. As a reaction SMILES: Br[CH2:2][C:3]1[CH:8]=[CH:7][C:6]([C:9]2[CH:16]=[CH:15][CH:14]=[CH:13][C:10]=2[C:11]#[N:12])=[CH:5][CH:4]=1.C(=O)(O)[O-:18].[Na+].O>CS(C)=O>[CH:2]([C:3]1[CH:8]=[CH:7][C:6]([C:9]2[CH:16]=[CH:15][CH:14]=[CH:13][C:10]=2[C:11]#[N:12])=[CH:5][CH:4]=1)=[O:18] |f:1.2|. Solvent: CS(=O)C (dimethyl sulfoxide). Starting materials: BrCC1=CC=C(C=C1)C1=C(C#N)C=CC=C1 (2-(4-bromomethylphenyl)benzonitrile), C([O-])(O)=O.[Na+] (sodium bicarbonate), O (water). Procedure: A mixture of 2-(4-bromomethylphenyl)benzonitrile (12 g) and sodium bicarbonate (26 g) in dimethyl sulfoxide (150 ml) was heated at 120° C. for 5 hours with stirring. After addition of water, the mixture was extracted with ethyl acetate. The extract was washed with water, dried and concentrated to dryness. The residue was purified by column chromatography on silica gel to give crystals. Recrystallization from chloroform-isopropyl ether gave colorless needles (5.77 g, 63%). The reactants are ClC=1C=CC(=C(C1)C1=CC=C(C=C1)CN(NC(=O)C1=NN(C(N1)=O)C1=CC=CC=C1)C[C@H](C(=O)O)O)F ((R)-3-[N-(5′-chloro-2′-fluorobiphenyl-4-ylmethyl)-N′-(5-oxo-1-phenyl-4,5-dihydro-1H-[1,2,4]triazole-3-carbonyl)hydrazino]-2-hydroxypropionic acid), C(OCCl)(OCC)=O (chloromethyl ethyl carbonate), [Na+].[I-] (NaI), CC1=NC(=CC=C1)C (2,6-dimethylpyridine). Run in O (Water), CN(C)C=O (DMF). Reaction conditions: time 8 hour. Product: C(C)OC(=O)OCOC([C@@H](CN(NC(=O)C1=NN(C(N1)=O)C1=CC=CC=C1)CC1=CC=C(C=C1)C1=C(C=CC(=C1)Cl)F)O)=O ((R)-3-[N-(5′-Chloro-2′-fluorobiphenyl-4-ylmethyl)-N′-(5-oxo-1-phenyl-4,5-dihydro-1H-[1,2,4]triazole-3-carbonyl)hydrazino]-2-hydroxypropionic Acid Ethoxycarbonyloxymethyl Ester). Isolated yield 4.5%. As a reaction SMILES: [Cl:1][C:2]1[CH:3]=[CH:4][C:5]([F:37])=[C:6]([C:8]2[CH:13]=[CH:12][C:11]([CH2:14][N:15]([CH2:31][C@@H:32]([OH:36])[C:33]([OH:35])=[O:34])[NH:16][C:17]([C:19]3[NH:23][C:22](=[O:24])[N:21]([C:25]4[CH:30]=[CH:29][CH:28]=[CH:27][CH:26]=4)[N:20]=3)=[O:18])=[CH:10][CH:9]=2)[CH:7]=1.[C:38](=[O:45])([O:42][CH2:43][CH3:44])[O:39][CH2:40]Cl.[Na+].[I-].CC1C=CC=C(C)N=1>CN(C=O)C.O>[CH2:43]([O:42][C:38]([O:39][CH2:40][O:34][C:33](=[O:35])[C@H:32]([OH:36])[CH2:31][N:15]([CH2:14][C:11]1[CH:10]=[CH:9][C:8]([C:6]2[CH:7]=[C:2]([Cl:1])[CH:3]=[CH:4][C:5]=2[F:37])=[CH:13][CH:12]=1)[NH:16][C:17]([C:19]1[NH:23][C:22](=[O:24])[N:21]([C:25]2[CH:30]=[CH:29][CH:28]=[CH:27][CH:26]=2)[N:20]=1)=[O:18])=[O:45])[CH3:44] |f:2.3|. Procedure: To a solution of (R)-3-[N-(5′-chloro-2′-fluorobiphenyl-4-ylmethyl)-N′-(5-oxo-1-phenyl-4,5-dihydro-1H-[1,2,4]triazole-3-carbonyl)hydrazino]-2-hydroxypropionic acid (200 mg, 335 μmol) in dry DMF (10 mL) was added chloromethyl ethyl carbonate (69 mg, 503 μmol), NaI (101 mg, 670 μmol) and 2,6-dimethylpyridine (143 mg, 1.3 mmol) in portions at room temperature. The resulting mixture was stirred at room temperature for 8 hours. Water (15 mL) was added and the mixture was extracted with EtOAc (3×20 mL)... Starting materials: Cl (HCl), ClC1=NC(=CC(=C1)C1=NN=C(O1)[C@](CC1=CC=CC=C1)(C)NC(OC(C)(C)C)=O)N(S(=O)(=O)C)C (tert-butyl (1R)-1-(5-{2-chloro-6-[methyl(methylsulfonyl)amino]pyridin-4-yl}-1,3,4-oxadiazol-2-yl)-1-methyl-2-phenylethylcarbamate), CCOC(=O)C (EtOAc). Yields the product NC(C)C1=NN=C(O1)C1=CC(=NC(=C1)N(CC1C(C1)C)C)N(S(=O)(=O)C)C (N-(4-[5-(1-aminoethyl)-1,3,4-oxadiazol-2-yl]-6-{methyl[(2-methylcyclopropyl)methyl]amino}pyridin-2-yl)-N-methylmethanesulfonamide). RXN SMILES: Cl.Cl[C:3]1[CH:8]=[C:7]([C:9]2[O:13][C:12]([C@@:14]([NH:23]C(=O)OC(C)(C)C)([CH3:22])CC3C=CC=CC=3)=[N:11][N:10]=2)[CH:6]=[C:5]([N:31]([CH3:36])[S:32]([CH3:35])(=[O:34])=[O:33])[N:4]=1.CCO[C:40]([CH3:42])=O>>[NH2:23][CH:14]([C:12]1[O:13][C:9]([C:7]2[CH:8]=[C:3]([N:4]([CH3:5])[CH2:3][CH:8]3[CH2:7][CH:40]3[CH3:42])[N:4]=[C:5]([N:31]([CH3:36])[S:32]([CH3:35])(=[O:33])=[O:34])[CH:6]=2)=[N:10][N:11]=1)[CH3:22]. Procedure: HCl was bubbled through a solution of product from Step B (0.532 g, 1.08 mmol) in 15 mL EtOAc at 0° C. for 5 min. The bright yellow solution was warmed to rt for 1 h, then concentrated to afford N-(4-[5-(1-aminoethyl)-1,3,4-oxadiazol-2-yl]-6-{methyl[(2-methylcyclopropyl)methyl]amino}pyridin-2-yl)-N-methylmethanesulfonamide as a yellow foam which was used without further purification. 1H NMR (d4-MeOH, 400 MHz) δ 7.15 (s, 1H), 7.05 (s, 1H), 4.95 (q, J=7.0 Hz, 1H), 3.61 (dd, J=14.5, 8.1 Hz, 1H), 3.... The reactants are CC(C)(C)OC(=O)N1CC2CC1CN2, CC(C)=O, ClCCCI, [K+], [K+], O=C([O-])[O-]. Yields the product CC(C)(C)OC(=O)N1CC2CC1CN2CCCCl. As a reaction SMILES: [C:1]([CH3:2])([CH3:3])([CH3:4])[O:5][C:6](=[O:7])[N:8]1[CH:9]2[CH2:10][NH:11][CH:12]([CH2:13]1)[CH2:14]2.[CH3:26][C:27](=[O:28])[CH3:29].[Cl:15][CH2:16][CH2:17][CH2:18][I:19].[K+:20].[K+:21].[O-:22][C:23]([O-:24])=[O:25]>>[C:1]([CH3:2])([CH3:3])([CH3:4])[O:5][C:6](=[O:7])[N:8]1[CH:9]2[CH2:10][N:11]([CH2:18][CH2:17][CH2:16][Cl:15])[CH:12]([CH2:13]1)[CH2:14]2. Reactants: Fc1ccc(Br)c(OC2CCNCC2)c1, NC(=O)C1CC(Br)=NO1, CCO, CCN(C(C)C)C(C)C. Product: NC(=O)C1CC(N2CCC(Oc3cc(F)ccc3Br)CC2)=NO1. Reaction SMILES: [Br:10][c:11]1[c:12]([O:13][CH:14]2[CH2:15][CH2:16][NH:17][CH2:18][CH2:19]2)[cH:20][c:21]([F:24])[cH:22][cH:23]1.[Br:1][C:2]1=[N:3][O:4][CH:5]([C:7](=[O:8])[NH2:9])[CH2:6]1.[CH3:34][CH2:35][OH:36].[CH:25]([N:26]([CH2:27][CH3:28])[CH:29]([CH3:30])[CH3:31])([CH3:32])[CH3:33]>>[C:2]1([N:17]2[CH2:16][CH2:15][CH:14]([O:13][c:12]3[c:11]([Br:10])[cH:23][cH:22][c:21]([F:24])[cH:20]3)[CH2:19][CH2:18]2)=[N:3][O:4][CH:5]([C:7](=[O:8])[NH2:9])[CH2:6]1. The reactants are CCOC(C)=O, CCOC(C)=O, Cl, CC(C)(C)OC(=O)N1CCOc2cc(-c3ccccc3)ccc2C1. Product: Cl, c1ccc(-c2ccc3c(c2)OCCNC3)cc1. RXN SMILES: [C:25]([O:26][CH2:27][CH3:28])(=[O:29])[CH3:30].[CH3:32][CH2:33][O:34][C:35](=[O:36])[CH3:37].[ClH:31].[c:1]1(-[c:7]2[cH:8][c:9]3[c:10]([cH:23][cH:24]2)[CH2:11][N:12]([C:16]([O:17][C:18]([CH3:19])([CH3:20])[CH3:21])=[O:22])[CH2:13][CH2:14][O:15]3)[cH:2][cH:3][cH:4][cH:5][cH:6]1>>[ClH:31].[c:1]1(-[c:7]2[cH:8][c:9]3[c:10]([cH:23][cH:24]2)[CH2:11][NH:12][CH2:13][CH2:14][O:15]3)[cH:2][cH:3][cH:4][cH:5][cH:6]1. The product is CC1(COc2ccccc2S(N)(=O)=O)OCCO1. The reactants are CC(=O)COc1ccccc1S(N)(=O)=O, Cc1ccccc1, CCOC(C)=O, OCCO, Cc1ccc(S(=O)(=O)O)cc1. As a reaction SMILES: [CH2:1]([C:2]([CH3:3])=[O:4])[O:5][c:6]1[c:7]([S:12](=[O:13])(=[O:14])[NH2:15])[cH:8][cH:9][cH:10][cH:11]1.[CH3:31][c:32]1[cH:33][cH:34][cH:35][cH:36][cH:37]1.[CH3:38][CH2:39][O:40][C:41](=[O:42])[CH3:43].[OH:16][CH2:17][CH2:18][OH:19].[c:20]1([CH3:21])[cH:22][cH:23][c:24]([S:25]([OH:26])(=[O:27])=[O:28])[cH:29][cH:30]1>>[CH2:1]([C:2]1([CH3:3])[O:4][CH2:18][CH2:17][O:16]1)[O:5][c:6]1[c:7]([S:12](=[O:13])(=[O:14])[NH2:15])[cH:8][cH:9][cH:10][cH:11]1.